describe an organic reaction: reactants, conditions, products, and yield From a dataset of the Open Reaction Database (ORD), a public repository of structured organic reaction records. Starting materials: OC1=CC=C(C=C1)NC(C)=O (N-(4-hydroxy-phenyl)-acetamide), C(C)(C)(C)OC(=O)N1CCC(CC1)N1N=CC=2C1=NC=NC2Cl (4-(4-chloro-pyrazolo[3,4-d]pyrimidin-1-yl)-piperidine-1-carboxylic acid tert-butyl ester), C(C)(C)(C)OC(=O)N1CCC(CC1)N1N=CC=2C1=NC=NC2Cl (4-(4-chloro-pyrazolo[3,4-d]pyrimidin-1-yl)-piperidine-1-carboxylic acid tert-butyl ester), C([O-])([O-])=O.[K+].[K+] (potassium carbonate), C([O-])([O-])=O.[Na+].[Na+] (sodium carbonate). The solvent is CN(C=O)C (dimethylformamide). Conditions: temperature 160 celsius. The product is C(C)(C)(C)OC(=O)N1CCC(CC1)N1N=CC=2C1=NC=NC2OC2=CC=C(C=C2)NC(C)=O (4-[4-(4-acetylamino-phenoxy)-pyrazolo[3,4-d]pyrimidin-1-yl]-piperidine-1-carboxylic acid tert-butyl ester). Yield: 37.2%. RXN SMILES: [OH:1][C:2]1[CH:7]=[CH:6][C:5]([NH:8][C:9](=[O:11])[CH3:10])=[CH:4][CH:3]=1.[C:12]([O:16][C:17]([N:19]1[CH2:24][CH2:23][CH:22]([N:25]2[C:29]3=[N:30][CH:31]=[N:32][C:33](Cl)=[C:28]3[CH:27]=[N:26]2)[CH2:21][CH2:20]1)=[O:18])([CH3:15])([CH3:14])[CH3:13].C(=O)([O-])[O-].[K+].[K+].C(=O)([O-])[O-].[Na+].[Na+]>CN(C)C=O>[C:12]([O:16][C:17]([N:19]1[CH2:20][CH2:21][CH:22]([N:25]2[C:29]3=[N:30][CH:31]=[N:32][C:33]([O:1][C:2]4[CH:3]=[CH:4][C:5]([NH:8][C:9](=[O:11])[CH3:10])=[CH:6][CH:7]=4)=[C:28]3[CH:27]=[N:26]2)[CH2:23][CH2:24]1)=[O:18])([CH3:15])([CH3:13])[CH3:14] |f:2.3.4,5.6.7|. Procedure details: A mixture of N-(4-hydroxy-phenyl)-acetamide (Aldrich Chemical Company, Inc., Milwaukee, Wis., USA; 14 mg, 0.089 mmol), 4-(4-chloro-pyrazolo[3,4-d]pyrimidin-1-yl)-piperidine-1-carboxylic acid tert-butyl ester (Intermediate 19; 30 mg, 0.089 mmol), and potassium carbonate (27 mg, 0.196 mmol) in dimethylformamide (1 mL) was heated in a microwave oven at 160° C. for 10 min. Saturated sodium carbonate solution was added to the reaction mixture, and the mixture was then filtered through a pad of silica... Starting materials: O=C(n1ccnc1)n1ccnc1, C1COCCN1, C1CCOC1, O=C(O)c1cnccc1Cl, ClCCl. The product is O=C(c1cnccc1Cl)N1CCOCC1. RXN SMILES: [C:11]([n:12]1[cH:13][cH:14][n:15][cH:16]1)([n:17]1[cH:18][cH:19][n:20][cH:21]1)=[O:22].[CH2:23]1[CH2:24][O:25][CH2:26][CH2:27][NH:28]1.[CH2:29]1[O:30][CH2:31][CH2:32][CH2:33]1.[Cl:1][c:2]1[cH:3][cH:4][n:5][cH:6][c:7]1[C:8](=[O:9])[OH:10].[Cl:34][CH2:35][Cl:36]>>[Cl:1][c:2]1[cH:3][cH:4][n:5][cH:6][c:7]1[C:8](=[O:10])[N:28]1[CH2:23][CH2:24][O:25][CH2:26][CH2:27]1. Procedure: Dissolve 0.75 g of N-(1-carbobenzoxyethyl)-L-alanine in pyridine and add 7.5 ml of 1 M triethylamine in pyridine. Cool, and add 1.09 g L-proline benzyl ester hydrochloride and 0.678 g dicyclohexylcarbodiimide. Store at 0° C. for 20 hours. Filter, then concentrate the reaction mixture in vacuo. Dissolve the residue in ethyl acetate and wash this solution with saturated K2CO3, then brine. Dry the organic phase, concentrate in vacuo, then chromatograph the residue on silica gel with ethyl acetate-h... Run at time 20 hour. As a reaction SMILES: C(C(N[C@H](C(O)=O)C)C)(OCC1C=CC=CC=1)=O.Cl.C(OC(=O)[C@@H]1CCCN1)C1C=CC=CC=1.C1(N=C=NC2CCCCC2)CCCCC1.[C:50]([CH:60]([NH:62][C@H:63]([C:65]([N:67]1[CH2:74][CH2:73][CH2:72][C@H:68]1[C:69]([OH:71])=[O:70])=[O:66])[CH3:64])[CH3:61])([O:52]CC1C=CC=CC=1)=[O:51]>N1C=CC=CC=1.C(N(CC)CC)C>[C:50]([CH:60]([NH:62][C@H:63]([C:65]([N:67]1[CH2:74][CH2:73][CH2:72][C@H:68]1[C:69]([OH:71])=[O:70])=[O:66])[CH3:64])[CH3:61])([OH:52])=[O:51] |f:1.2|. Run in N1=CC=CC=C1 (pyridine), C(C)N(CC)CC (triethylamine), N1=CC=CC=C1 (pyridine). Starting materials: C(=O)(OCC1=CC=CC=C1)C(C)N[C@@H](C)C(=O)N1[C@H](C(=O)O)CCC1 (N-(1-carbobenzoxyethyl)-L-alanyl-L-proline), Cl.C(C1=CC=CC=C1)OC([C@H]1NCCC1)=O (L-proline benzyl ester hydrochloride), C1(CCCCC1)N=C=NC1CCCCC1 (dicyclohexylcarbodiimide), C(=O)(OCC1=CC=CC=C1)C(C)N[C@@H](C)C(=O)O (N-(1-carbobenzoxyethyl)-L-alanine). Product: C(=O)(O)C(C)N[C@@H](C)C(=O)N1[C@H](C(=O)O)CCC1 (N-(1-Carboxyethyl)-L-alanyl-L-proline). Reactants: O=Cc1cc(Br)ccc1F, [K+], [K+], O=C([O-])[O-], CN(C)C=O, Oc1ccc2c(c1)CCS2. Product: O=Cc1cc(Br)ccc1Oc1ccc2c(c1)CCS2. RXN SMILES: [Br:1][c:2]1[cH:3][cH:4][c:5]([F:10])[c:6]([CH:7]=[O:8])[cH:9]1.[K+:21].[K+:22].[O-:23][C:24]([O-:25])=[O:26].[O:27]=[CH:28][N:29]([CH3:30])[CH3:31].[OH:11][c:12]1[cH:13][cH:14][c:15]2[c:16]([cH:20]1)[CH2:17][CH2:18][S:19]2>>[Br:1][c:2]1[cH:3][cH:4][c:5]([O:11][c:12]2[cH:13][cH:14][c:15]3[c:16]([cH:20]2)[CH2:17][CH2:18][S:19]3)[c:6]([CH:7]=[O:8])[cH:9]1. Starting materials: CCOc1cc([N+](=O)[O-])ccc1N1CCCCC1=O, C1CCOC1, [H][H]. Yields the product CCOc1cc(N)ccc1N1CCCCC1=O. As a reaction SMILES: [CH2:1]([CH3:2])[O:3][c:4]1[c:5]([N:13]2[C:14](=[O:19])[CH2:15][CH2:16][CH2:17][CH2:18]2)[cH:6][cH:7][c:8]([N+:10]([O-:11])=[O:12])[cH:9]1.[CH2:22]1[O:23][CH2:24][CH2:25][CH2:26]1.[H:20][H:21]>>[CH2:1]([CH3:2])[O:3][c:4]1[c:5]([N:13]2[C:14](=[O:19])[CH2:15][CH2:16][CH2:17][CH2:18]2)[cH:6][cH:7][c:8]([NH2:10])[cH:9]1. Reactants: COc1nc(Cl)c(Br)c(OC)n1, O=C([O-])[O-], COCCOC, CCOC(C)=O, OB(O)C1CC1, [Na+], [Na+]. Yields the product COc1nc(Cl)c(C2CC2)c(OC)n1. Reaction SMILES: [Br:1][c:2]1[c:3]([Cl:12])[n:4][c:5]([O:10][CH3:11])[n:6][c:7]1[O:8][CH3:9].[C:25](=[O:26])([O-:27])[O-:28].[CH3:19][O:20][CH2:21][CH2:22][O:23][CH3:24].[CH3:31][CH2:32][O:33][C:34](=[O:35])[CH3:36].[CH:13]1([B:16]([OH:17])[OH:18])[CH2:14][CH2:15]1.[Na+:29].[Na+:30]>>[c:2]1([CH:13]2[CH2:14][CH2:15]2)[c:3]([Cl:12])[n:4][c:5]([O:10][CH3:11])[n:6][c:7]1[O:8][CH3:9]. Starting materials: BrC1=C(C=2C=NNC2C=C1)C(=O)OC (methyl 5-bromo-1H-indazole-4-carboxylate), F[B-](F)(F)F.C[O+](C)C (trimethyloxonium tetrafluoroborate). Solvent: C(O)([O-])=O.[Na+] (sodium hydrogen carbonate), C(C)(=O)OCC (ethyl acetate). Reaction conditions: time 2.5 hour. The product is BrC1=C(C2=CN(N=C2C=C1)C)C(=O)OC (methyl 5-bromo-2-methyl-2H-indazole-4-carboxylate). The yield is 72.2%. As a reaction SMILES: [Br:1][C:2]1[CH:10]=[CH:9][C:8]2[NH:7][N:6]=[CH:5][C:4]=2[C:3]=1[C:11]([O:13][CH3:14])=[O:12].F[B-](F)(F)F.[CH3:20][O+](C)C>C(OCC)(=O)C.C(=O)([O-])O.[Na+]>[Br:1][C:2]1[CH:10]=[CH:9][C:8]2[C:4](=[CH:5][N:6]([CH3:20])[N:7]=2)[C:3]=1[C:11]([O:13][CH3:14])=[O:12] |f:1.2,4.5|. Procedure: To a solution of methyl 5-bromo-1H-indazole-4-carboxylate (4.50 g, 17.6 mmol) in ethyl acetate (176 mL) was added trimethyloxonium tetrafluoroborate (3.38 g, 22.9 mmol) at room temperature, and the mixture was stirred for 2.5 hr. The reaction solution was diluted with saturated aqueous sodium hydrogen carbonate solution, and the mixture was extracted with ethyl acetate. The extract was washed with saturated brine, and dried over anhydrous sodium sulfate. The solvent was evaporated under reduced ...